Dataset: the Open Reaction Database (ORD), a public repository of structured organic reaction records. Task: describe an organic reaction: reactants, conditions, products, and yield Procedure details: [(4S,5R)-2-(4-tert-Butyl-2-ethoxy-phenyl)-4,5-bis-(4-chloro-phenyl)-4,5-dihydro-imidazol-1-yl]-piperazin-1-yl-methanone hydrochloride was prepared from (4S,5R)-2-(4-tert-butyl-2-ethoxy-phenyl)-4,5-bis-(4-chloro-phenyl)-4,5-dihydro-imidazole-1-carbonyl chloride (example 11) and piperazine in an analogous manner as described in example 25. LR-MS: 579.4 [(M+H)+] Product: Cl.C(C)(C)(C)C1=CC(=C(C=C1)C=1N([C@@H]([C@@H](N1)C1=CC=C(C=C1)Cl)C1=CC=C(C=C1)Cl)C(=O)N1CCNCC1)OCC ([(4S,5R)-2-(4-tert-Butyl-2-ethoxy-phenyl)-4,5-bis-(4-chloro-phenyl)-4,5-dihydro-imidazol-1-yl]-piperazin-1-yl-methanone hydrochloride). As a reaction SMILES: [C:1]([C:5]1[CH:10]=[CH:9][C:8]([C:11]2[N:12]([C:30](Cl)=[O:31])[C@H:13]([C:23]3[CH:28]=[CH:27][C:26]([Cl:29])=[CH:25][CH:24]=3)[C@H:14]([C:16]3[CH:21]=[CH:20][C:19]([Cl:22])=[CH:18][CH:17]=3)[N:15]=2)=[C:7]([O:33][CH2:34][CH3:35])[CH:6]=1)([CH3:4])([CH3:3])[CH3:2].[NH:36]1[CH2:41][CH2:40][NH:39][CH2:38][CH2:37]1>>[ClH:22].[C:1]([C:5]1[CH:10]=[CH:9][C:8]([C:11]2[N:12]([C:30]([N:36]3[CH2:41][CH2:40][NH:39][CH2:38][CH2:37]3)=[O:31])[C@H:13]([C:23]3[CH:24]=[CH:25][C:26]([Cl:29])=[CH:27][CH:28]=3)[C@H:14]([C:16]3[CH:17]=[CH:18][C:19]([Cl:22])=[CH:20][CH:21]=3)[N:15]=2)=[C:7]([O:33][CH2:34][CH3:35])[CH:6]=1)([CH3:4])([CH3:2])[CH3:3] |f:2.3|. Reactants: C(C)(C)(C)C1=CC(=C(C=C1)C=1N([C@@H]([C@@H](N1)C1=CC=C(C=C1)Cl)C1=CC=C(C=C1)Cl)C(=O)Cl)OCC ((4S,5R)-2-(4-tert-butyl-2-ethoxy-phenyl)-4,5-bis-(4-chloro-phenyl)-4,5-dihydro-imidazole-1-carbonyl chloride), N1CCNCC1 (piperazine). The reactants are N1(N=CC=C1)C1=CC=C(C#N)C=C1 (4-(1H-Pyrazol-1-yl)benzonitrile), C(C)(C)[N-]C(C)C.[Li+] (lithium diisopropylamide), Cl (HCl), B(OC(C)C)(OC(C)C)OC(C)C (triisopropyl borate). Solvent: C1CCOC1 (THF). Run at time 1 hour. Product: C(#N)C1=CC=C(C=C1)N1N=CC=C1B(O)O ([1-(4-Cyanophenyl)-1H-pyrazol-5-yl]boronic acid). As a reaction SMILES: [N:1]1([C:6]2[CH:13]=[CH:12][C:9]([C:10]#[N:11])=[CH:8][CH:7]=2)[CH:5]=[CH:4][CH:3]=[N:2]1.C([N-]C(C)C)(C)C.[Li+].[B:22](OC(C)C)([O:27]C(C)C)[O:23]C(C)C.Cl>C1COCC1>[C:10]([C:9]1[CH:12]=[CH:13][C:6]([N:1]2[C:5]([B:22]([OH:27])[OH:23])=[CH:4][CH:3]=[N:2]2)=[CH:7][CH:8]=1)#[N:11] |f:1.2|. Reported procedure: 4-(1H-Pyrazol-1-yl)benzonitrile (Eur. J. Org. Chem. 2004, 695-709) (1.5 g, 8.87 mmol) in dry THF (50 ml) under argon was stirred at −78° C. whilst lithium diisopropylamide (1.8M solution in THF/hexane/ethyl benzene; 5.2 ml, 9.32 mmol) was added dropwise during 20 min. Stirring and cooling were continued for 1 h, triisopropyl borate (8 ml, 34.5 mmol) was added dropwise during 30 min and then the temperature was allowed to rise overnight to RT. The pH of the reaction mixture was adjusted to 5 with... Starting materials: O (Water), S(=O)(=O)(C1=CC=C(C)C=C1)OCCCSC (3-methylthio-1-propanol tosylate), SCCCO (3-mercapto-1-propanol), CC(C)([O-])C.[K+] (potassium tert-butoxide). Solvent: C1CCOC1 (THF). Reaction conditions: time 24 hour. The product is C(CCSCCCSC)O (4,8-dithianonanol). Yield: 88.8%. RXN SMILES: S(O[CH2:12][CH2:13][CH2:14][S:15][CH3:16])(C1C=CC(C)=CC=1)(=O)=O.[SH:17][CH2:18][CH2:19][CH2:20][OH:21].CC(C)([O-])C.[K+].O>C1COCC1>[CH2:20]([OH:21])[CH2:19][CH2:18][S:17][CH2:12][CH2:13][CH2:14][S:15][CH3:16] |f:2.3|. Procedure details: To a mixture of 3-methylthio-1-propanol tosylate (14.14 g, 54.3 mmol), and 3-mercapto-1-propanol (5.0 g, 54.3 mmol) in dry THF (300 mL) was added potassium tert-butoxide (8.51 g, 80.0 mmol) in one portion under a blanket of nitrogen, and the resulting mixture was stirred at room temperature for 24 hours. Water (10 mL) was added drop-wise to the reaction mixture to quench excess potassium tert-butoxide, and solvent was evaporated under reduced pressure. The resulting solid was washed with ether (... The reactants are OC1=C(C(=NC2=C(C=CC=C12)C(F)(F)F)[C@@H](C)NC(OC(C)(C)C)=O)C(=O)NC=1SC=CN1 (1,1-dimethylethyl N-[(R) 1-[4-hydroxy-3-[(2-thiazolylamino)-carbonyl]-8-(trifluoromethyl)-quinolin-2-yl]-ethyl]-carbamate), FC(C(=O)O)(F)F (trifluoroacetic acid). Solvent: C(Cl)Cl (methylene chloride). The product is N[C@H](C)C1=NC2=C(C=CC=C2C(=C1C(=O)NC=1SC=CN1)O)C(F)(F)F (2-[(R) 1-aminoethyl]-4-hydroxy-N-(2-thiazolyl)-8-trifluoromethyl-3-quinoline carboxamide). RXN SMILES: [OH:1][C:2]1[C:11]2[C:6](=[C:7]([C:12]([F:15])([F:14])[F:13])[CH:8]=[CH:9][CH:10]=2)[N:5]=[C:4]([C@H:16]([NH:18]C(=O)OC(C)(C)C)[CH3:17])[C:3]=1[C:26]([NH:28][C:29]1[S:30][CH:31]=[CH:32][N:33]=1)=[O:27].FC(F)(F)C(O)=O>C(Cl)Cl>[NH2:18][C@@H:16]([C:4]1[C:3]([C:26]([NH:28][C:29]2[S:30][CH:31]=[CH:32][N:33]=2)=[O:27])=[C:2]([OH:1])[C:11]2[C:6](=[C:7]([C:12]([F:13])([F:15])[F:14])[CH:8]=[CH:9][CH:10]=2)[N:5]=1)[CH3:17]. Reported procedure: 7 g of the product of Example 3 were suspended in 140 ml of methylene chloride and 70 ml of trifluoroacetic acid were slowly added with the temperature falling to 15° C. Contact was maintained for 4 hours and then, after concentrating to dryness under reduced pressure, the residue was taken up in 100 ml of ether. The crystals were separated by filtration and the product was slowly added to 50 ml of a 10% aqueous solution of sodium bicarbonate. After stirring, filtration, and washing with water, ... Reactants: FC=1C=C(C(=O)N(C2=C(C=CC(=C2)OC)C2CC=3C=CC(=CC3CC2)OC(C(C)(C)C)=O)C(C)C)C=CC1O (pivalic acid 6-{2-[(3-fluoro-4-hydroxybenzoyl)isopropylamino]-4-methoxyphenyl}-5,6,7,8-tetrahydronaphthalen-2-yl ester), ClCC(=O)N(C)CCOC (2-chloro-N-(2-methoxyethyl)-N-methylacetamide). The product is FC=1C=C(CN(C2=C(C=CC(=C2)OC)C2CC=3C=CC(=CC3CC2)O)C(C)C)C=CC1OCCN(C)CCOC (6-{2-{{3-Fluoro-4-{2-[(2-methoxyethyl)methylamino]ethoxy}benzyl}isopropylamino}-4-methoxyphenyl}-5,6,7,8-tetrahydronaphthalen-2-ol). The yield is 5.4%. RXN SMILES: [F:1][C:2]1[CH:3]=[C:4]([CH:36]=[CH:37][C:38]=1[OH:39])[C:5]([N:7]([CH:33]([CH3:35])[CH3:34])[C:8]1[CH:13]=[C:12]([O:14][CH3:15])[CH:11]=[CH:10][C:9]=1[CH:16]1[CH2:25][CH2:24][C:23]2[CH:22]=[C:21]([O:26]C(=O)C(C)(C)C)[CH:20]=[CH:19][C:18]=2[CH2:17]1)=O.Cl[CH2:41][C:42]([N:44]([CH2:46][CH2:47][O:48][CH3:49])[CH3:45])=O>>[F:1][C:2]1[CH:3]=[C:4]([CH:36]=[CH:37][C:38]=1[O:39][CH2:41][CH2:42][N:44]([CH2:46][CH2:47][O:48][CH3:49])[CH3:45])[CH2:5][N:7]([CH:33]([CH3:35])[CH3:34])[C:8]1[CH:13]=[C:12]([O:14][CH3:15])[CH:11]=[CH:10][C:9]=1[CH:16]1[CH2:25][CH2:24][C:23]2[CH:22]=[C:21]([OH:26])[CH:20]=[CH:19][C:18]=2[CH2:17]1. Procedure: Synthesized from pivalic acid 6-{2-[(3-fluoro-4-hydroxybenzoyl)isopropylamino]-4-methoxyphenyl}-5,6,7,8-tetrahydronaphthalen-2-yl ester (25 mg) and 2-chloro-N-(2-methoxyethyl)-N-methylacetamide (16 mg) according to an analogous synthetic method to Example 404 and purified by LC-MS, the title compound (1.4 mg) was obtained. Starting materials: CCOC(COc1cccc(CN2CCC3(CC2)CN(C(=O)c2ccc(C)s2)CCO3)c1)OCC, CC(=O)O, O. Product: Cc1ccc(C(=O)N2CCOC3(CCN(Cc4cccc(OCC=O)c4)CC3)C2)s1. Reaction SMILES: [CH2:1]([O:3][CH:4]([O:2][CH2:33][CH3:34])[CH2:5][O:6][c:7]1[cH:8][c:9]([CH2:10][N:11]2[CH2:12][CH2:13][C:14]3([CH2:15][N:16]([C:20](=[O:21])[c:22]4[s:23][c:24]([CH3:27])[cH:25][cH:26]4)[CH2:17][CH2:18][O:19]3)[CH2:28][CH2:29]2)[cH:30][cH:31][cH:32]1)[CH3:35].[CH3:36][C:37](=[O:38])[OH:39].[OH2:40]>>[O:3]=[CH:4][CH2:5][O:6][c:7]1[cH:8][c:9]([CH2:10][N:11]2[CH2:12][CH2:13][C:14]3([CH2:15][N:16]([C:20](=[O:21])[c:22]4[s:23][c:24]([CH3:27])[cH:25][cH:26]4)[CH2:17][CH2:18][O:19]3)[CH2:28][CH2:29]2)[cH:30][cH:31][cH:32]1. Starting materials: ClCCCCBr, O=C([O-])[O-], CC(C)O, [K+], [K+], OCc1ccccc1S. Product: OCc1ccccc1SCCCCCl. RXN SMILES: [Br:16][CH2:17][CH2:18][CH2:19][CH2:20][Cl:21].[C:10](=[O:11])([O-:12])[O-:13].[CH:22]([OH:23])([CH3:24])[CH3:25].[K+:14].[K+:15].[SH:1][c:2]1[c:3]([CH2:4][OH:5])[cH:6][cH:7][cH:8][cH:9]1>>[S:1]([c:2]1[c:3]([CH2:4][OH:5])[cH:6][cH:7][cH:8][cH:9]1)[CH2:17][CH2:18][CH2:19][CH2:20][Cl:21].